This data is from the Open Reaction Database (ORD), a public repository of structured organic reaction records. The task is: describe an organic reaction: reactants, conditions, products, and yield The reactants are C(=O)(OC(C)(C)C)N1C(C2CCCCC2C1)C(=O)O (N-BOC-octahydroisoindole-1-carboxylic acid). Solvent: Cl (HCl), O1CCOCC1 (dioxane). Run at time 1 hour. The product is C1(NCC2CCCCC12)C(=O)O (octahydroisoindole-1-carboxylic acid). The yield is 131.2%. As a reaction SMILES: C([N:8]1[CH2:16][CH:15]2[CH:10]([CH2:11][CH2:12][CH2:13][CH2:14]2)[CH:9]1[C:17]([OH:19])=[O:18])(OC(C)(C)C)=O>Cl.O1CCOCC1>[CH:9]1([C:17]([OH:19])=[O:18])[CH:10]2[CH:15]([CH2:14][CH2:13][CH2:12][CH2:11]2)[CH2:16][NH:8]1. Reported procedure: N-BOC-octahydroisoindole-1-carboxylic acid (18.6 mmol) was dissolved in 4 M HCl in dioxane (46.5 mL) at rt. After stirring for 1 hr, the reaction was determined to be complete by TLC. The reaction mixture was concentrated in vacuo, triturated with Et2O (2×70 mL) and then dried in vacuo to afford octahydroisoindole-1-carboxylic acid (4.13 g) as a white solid. Reactants: COc1ccc(CN2C(=O)CC2CI)c(OC)c1, N#C[Na]. RXN SMILES: [CH3:1][O:2][c:3]1[c:4]([CH2:5][N:6]2[C:7](=[O:12])[CH2:8][CH:9]2[CH2:10][I:11])[cH:13][cH:14][c:15]([O:17][CH3:18])[cH:16]1.[Na:19][C:20]#[N:21]>>[CH3:1][O:2][c:3]1[c:4]([CH2:5][N:6]2[C:7](=[O:12])[CH2:8][CH:9]2[CH2:10][C:20]#[N:21])[cH:13][cH:14][c:15]([O:17][CH3:18])[cH:16]1. The product is COc1ccc(CN2C(=O)CC2CC#N)c(OC)c1.